From a dataset of the Open Reaction Database (ORD), a public repository of structured organic reaction records. describe an organic reaction: reactants, conditions, products, and yield The reactants are ClCCl, COc1cc(C(O)C#CC(=O)OCC=C(C)C)cc(OC)c1OC. Product: COc1cc(C(=O)C#CC(=O)OCC=C(C)C)cc(OC)c1OC. Reaction SMILES: [CH2:25]([Cl:26])[Cl:27].[OH:1][CH:2]([C:3]#[C:4][C:5](=[O:6])[O:7][CH2:8][CH:9]=[C:10]([CH3:11])[CH3:12])[c:13]1[cH:14][c:15]([O:23][CH3:24])[c:16]([O:21][CH3:22])[c:17]([O:19][CH3:20])[cH:18]1>>[O:1]=[C:2]([C:3]#[C:4][C:5](=[O:6])[O:7][CH2:8][CH:9]=[C:10]([CH3:11])[CH3:12])[c:13]1[cH:14][c:15]([O:23][CH3:24])[c:16]([O:21][CH3:22])[c:17]([O:19][CH3:20])[cH:18]1. The product is O=Cc1cc(-c2ccccc2)co1. As a reaction SMILES: [Br:1][c:2]1[cH:3][c:4]([CH:7]=[O:8])[o:5][cH:6]1.[CH3:43][O:44][CH2:45][CH2:46][O:47][CH3:48].[K+:18].[K+:19].[O-:20][C:21]([O-:22])=[O:23].[O:51]=[C:52]([CH:53]=[CH:54][c:55]1[cH:56][cH:57][cH:58][cH:59][cH:60]1)[CH:61]=[CH:62][c:63]1[cH:64][cH:65][cH:66][cH:67][cH:68]1.[O:69]=[C:70]([CH:71]=[CH:72][c:73]1[cH:74][cH:75][cH:76][cH:77][cH:78]1)[CH:79]=[CH:80][c:81]1[cH:82][cH:83][cH:84][cH:85][cH:86]1.[O:87]=[C:88]([CH:89]=[CH:90][c:91]1[cH:92][cH:93][cH:94][cH:95][cH:96]1)[CH:97]=[CH:98][c:99]1[cH:100][cH:101][cH:102][cH:103][cH:104]1.[Pd:49].[Pd:50].[c:24]1([P:25]([c:26]2[cH:27][cH:28][cH:29][cH:30][cH:31]2)[c:32]2[cH:33][cH:34][cH:35][cH:36][cH:37]2)[cH:38][cH:39][cH:40][cH:41][cH:42]1.[c:9]1([B:15]([OH:16])[OH:17])[cH:10][cH:11][cH:12][cH:13][cH:14]1>>[c:2]1(-[c:9]2[cH:10][cH:11][cH:12][cH:13][cH:14]2)[cH:3][c:4]([CH:7]=[O:8])[o:5][cH:6]1. Reactants: O=Cc1cc(Br)co1, COCCOC, [K+], [K+], O=C([O-])[O-], O=C(C=Cc1ccccc1)C=Cc1ccccc1, O=C(C=Cc1ccccc1)C=Cc1ccccc1, O=C(C=Cc1ccccc1)C=Cc1ccccc1, [Pd], [Pd], c1ccc(P(c2ccccc2)c2ccccc2)cc1, OB(O)c1ccccc1. The reactants are ClC1=C(C(=O)N)C(=CC=C1)Cl (2,6-dichlorobenzamide), C(C(=O)Cl)(=O)Cl (oxalyl chloride). Run in C1(=CC=CC=C1)C (toluene). Conditions: temperature 55 celsius. Product: ClC1=C(C(=O)N=C=O)C(=CC=C1)Cl (2,6-Dichlorobenzoyl Isocyanate). As a reaction SMILES: [Cl:1][C:2]1[CH:10]=[CH:9][CH:8]=[C:7]([Cl:11])[C:3]=1[C:4]([NH2:6])=[O:5].C(Cl)(=O)[C:13](Cl)=[O:14]>C1(C)C=CC=CC=1>[Cl:1][C:2]1[CH:10]=[CH:9][CH:8]=[C:7]([Cl:11])[C:3]=1[C:4]([N:6]=[C:13]=[O:14])=[O:5]. Reported procedure: A one-liter flask was purged with nitrogen while dry 2,6-dichlorobenzamide (125 grams, 0.64 mole) and dry toluene (300 ml.) were added. The nitrogen purge was continued as oxalyl chloride (100 grams, 0.79 mole) was added over a 15-minute period, with stirring. The reaction mixture was then heated to 55° C. and stirred overnight (about 18 hours) at 55° C. Starting materials: N1(CCCC1)C(CN1CCCC2=CC(=CC=C12)N)C (1-(2-(pyrrolidin-1-yl)propyl)-1,2,3,4-tetrahydroquinolin-6-amine), I.S1C(=CC=C1)C(=N)SC (methyl thiophene-2-carbimidothioate hydroiodide), N (NH3). Solvent: CO.C(Cl)Cl (MeOH CH2Cl2), CCO (EtOH). Conditions: time 3 day. The product is N1(CCCC1)C(CN1CCCC2=CC(=CC=C12)NC(=N)C=1SC=CC1)C (N-(1-(2-(pyrrolidin-1-yl)propyl)-1,2,3,4-tetrahydroquinolin-6-yl)thiophene-2-carboximidamide). RXN SMILES: [N:1]1([CH:6]([CH3:19])[CH2:7][N:8]2[C:17]3[C:12](=[CH:13][C:14]([NH2:18])=[CH:15][CH:16]=3)[CH2:11][CH2:10][CH2:9]2)[CH2:5][CH2:4][CH2:3][CH2:2]1.I.[S:21]1[CH:25]=[CH:24][CH:23]=[C:22]1[C:26](SC)=[NH:27].N>CCO.CO.C(Cl)Cl>[N:1]1([CH:6]([CH3:19])[CH2:7][N:8]2[C:17]3[C:12](=[CH:13][C:14]([NH:18][C:26]([C:22]4[S:21][CH:25]=[CH:24][CH:23]=4)=[NH:27])=[CH:15][CH:16]=3)[CH2:11][CH2:10][CH2:9]2)[CH2:5][CH2:4][CH2:3][CH2:2]1 |f:1.2,5.6|. Procedure: A solution of 1-(2-(pyrrolidin-1-yl)propyl)-1,2,3,4-tetrahydroquinolin-6-amine (130 mg, 0.50 mmol) in 10 mL EtOH was treated with methyl thiophene-2-carbimidothioate hydroiodide (285 mg, 1.00 mmol) and stirred at room temperature for 3 days. Argon was bubbled through the solution for 20 minutes. The solution was partitioned between CH2Cl2 (100 mL) and saturated sodium carbonate (15 mL). The organic layer was separated and the aqueous layer was extracted with an additional 50 mL CH2Cl2. The combi... Starting materials: O=[N+]([O-])[O-].[O-][N+]([O-])=O.[O-][N+]([O-])=O.[O-][N+]([O-])=O.[O-][N+]([O-])=O.[O-][N+]([O-])=O.[Ce+4].[NH4+].[NH4+] (CAN), C(C)#N (acetonitrile), C(C1=CC=CC=C1)OC1=CC=C(C=C1)C1(CC2=C(C(=C(C(=C2C1)OC)OC)OC)OC)C(=O)OCC (ethyl 2-(4-benzyloxyphenyl)-4,5,6,7-tetramethoxy-2-indancarboxylate). Solvent: O (water), O (Water). Run at time 15 minute. The product is C(C1=CC=CC=C1)OC1=CC=C(C=C1)C1(CC=2C(C(=C(C(C2C1)=O)OC)OC)=O)C(=O)OCC (Ethyl 2-(4-benzyloxyphenyl)-5,6-dimethoxy-4,7-dioxo-2-indancarboxylate). Yield: 54.1%. As a reaction SMILES: O=[N+]([O-])[O-].[O-][N+](=O)[O-].[O-][N+](=O)[O-].[O-][N+](=O)[O-].[O-][N+](=O)[O-].[O-][N+](=O)[O-].[Ce+4].[NH4+].[NH4+].C(#N)C.[CH2:31]([O:38][C:39]1[CH:44]=[CH:43][C:42]([C:45]2([C:62]([O:64][CH2:65][CH3:66])=[O:63])[CH2:53][C:52]3[C:47](=[C:48]([O:60]C)[C:49]([O:58][CH3:59])=[C:50]([O:56][CH3:57])[C:51]=3[O:54]C)[CH2:46]2)=[CH:41][CH:40]=1)[C:32]1[CH:37]=[CH:36][CH:35]=[CH:34][CH:33]=1>O>[CH2:31]([O:38][C:39]1[CH:40]=[CH:41][C:42]([C:45]2([C:62]([O:64][CH2:65][CH3:66])=[O:63])[CH2:46][C:47]3[C:48](=[O:60])[C:49]([O:58][CH3:59])=[C:50]([O:56][CH3:57])[C:51](=[O:54])[C:52]=3[CH2:53]2)=[CH:43][CH:44]=1)[C:32]1[CH:33]=[CH:34][CH:35]=[CH:36][CH:37]=1 |f:0.1.2.3.4.5.6.7.8|. Reported procedure: A water (1.0 ml) solution of CAN (976 mg, 1.78 mmols) was dropwise added to an acetonitrile (7.0 ml) solution of ethyl 2-(4-benzyloxyphenyl)-4,5,6,7-tetramethoxy-2-indancarboxylate (350 mg, 0.711 mmols) with cooling with ice and stirring was continued for 15 minutes. Water was added to the reaction mixture, which was then extracted with ethyl acetate. The organic layer was washed with water and a saturated aqueous sodium chloride solution, and then dried. The solvent was evaporated in vacuo, and...